This data is from the Open Reaction Database (ORD), a public repository of structured organic reaction records. The task is: describe an organic reaction: reactants, conditions, products, and yield Reactants: O=C([O-])[O-], CCOC(C)=O, CS(C)=O, Clc1ncccn1, [K+], [K+], O, COC(=O)c1cccc(O)c1. Yields the product COC(=O)c1cccc(Oc2ncccn2)c1. Reaction SMILES: [C:19](=[O:20])([O-:21])[O-:22].[CH3:25][CH2:26][O:27][C:28](=[O:29])[CH3:30].[CH3:31][S:32]([CH3:33])=[O:34].[Cl:12][c:13]1[n:14][cH:15][cH:16][cH:17][n:18]1.[K+:23].[K+:24].[OH2:35].[OH:1][c:2]1[cH:3][c:4]([C:5](=[O:6])[O:7][CH3:8])[cH:9][cH:10][cH:11]1>>[O:1]([c:2]1[cH:3][c:4]([C:5](=[O:6])[O:7][CH3:8])[cH:9][cH:10][cH:11]1)[c:13]1[n:14][cH:15][cH:16][cH:17][n:18]1. Starting materials: CCCCCCCCCCCCCCOc1ccc(CC(=O)Nc2cccc(CBr)c2)cc1, Cc1cncs1, Cc1ccccc1. The product is [Br-], CCCCCCCCCCCCCCOc1ccc(CC(=O)Nc2cccc(C[n+]3csc(C)c3)c2)cc1. Reaction SMILES: [Br:1][CH2:2][c:3]1[cH:4][c:5]([NH:9][C:10]([CH2:11][c:12]2[cH:13][cH:14][c:15]([O:18][CH2:19][CH2:20][CH2:21][CH2:22][CH2:23][CH2:24][CH2:25][CH2:26][CH2:27][CH2:28][CH2:29][CH2:30][CH2:31][CH3:32])[cH:16][cH:17]2)=[O:33])[cH:6][cH:7][cH:8]1.[CH3:34][c:35]1[cH:36][n:37][cH:38][s:39]1.[CH3:40][c:41]1[cH:42][cH:43][cH:44][cH:45][cH:46]1>>[Br-:1].[CH2:2]([c:3]1[cH:4][c:5]([NH:9][C:10]([CH2:11][c:12]2[cH:13][cH:14][c:15]([O:18][CH2:19][CH2:20][CH2:21][CH2:22][CH2:23][CH2:24][CH2:25][CH2:26][CH2:27][CH2:28][CH2:29][CH2:30][CH2:31][CH3:32])[cH:16][cH:17]2)=[O:33])[cH:6][cH:7][cH:8]1)[n+:37]1[cH:36][c:35]([CH3:34])[s:39][cH:38]1. Starting materials: Cl.ClCCCOC=1C=CC2=CC3=CC=C(C=C3N=C2C1)OCCCCl (3,6-bis(3-chloropropoxy)acridine hydrochloride), C(CCC)N (n-butylamine). Product: Cl.Cl.Cl.C(CCC)NCCCC=1C=CC2=CC3=CC=C(C=C3N=C2C1)CCCNCCCC (3,6-bis(3-n-butylaminopropyl)acridine trihydrochloride). As a reaction SMILES: [ClH:1].[Cl:2]CCCO[C:7]1[CH:8]=[CH:9][C:10]2[C:19]([CH:20]=1)=[N:18][C:17]1[C:12](=[CH:13][CH:14]=[C:15](OCCCCl)[CH:16]=1)[CH:11]=2.[CH2:26]([NH2:30])[CH2:27][CH2:28][CH3:29]>>[ClH:2].[ClH:1].[ClH:2].[CH2:26]([NH:30][CH2:13][CH2:12][CH2:11][C:15]1[CH:14]=[CH:13][C:12]2[C:17]([CH:16]=1)=[N:18][C:19]1[C:10](=[CH:9][CH:8]=[C:7]([CH2:15][CH2:16][CH2:17][NH:18][CH2:19][CH2:10][CH2:9][CH3:8])[CH:20]=1)[CH:11]=2)[CH2:27][CH2:28][CH3:29] |f:0.1,3.4.5.6|. Reported procedure: The compound is prepared from 3,6-bis(3-chloropropoxy)acridine hydrochloride and n-butylamine as described in Example 15, giving 2.0 g. of the desired product as orange crystals, m.p. 247°-249° C. The reactants are CC=1C=C(C(=O)OC)C=CC1C=1SC=C(N1)C (methyl 3-methyl-4-(4-methylthiazol-2-yl)benzoate), [OH-].[Li+] (lithium hydroxide). The solvent is O1CCOCC1 (1,4-dioxane), O (water). Product: CC=1C=C(C(=O)O)C=CC1C=1SC=C(N1)C (3-Methyl-4-(4-methylthiazol-2-yl)benzoic acid). RXN SMILES: [CH3:1][C:2]1[CH:3]=[C:4]([CH:9]=[CH:10][C:11]=1[C:12]1[S:13][CH:14]=[C:15]([CH3:17])[N:16]=1)[C:5]([O:7]C)=[O:6].[OH-].[Li+]>O1CCOCC1.O>[CH3:1][C:2]1[CH:3]=[C:4]([CH:9]=[CH:10][C:11]=1[C:12]1[S:13][CH:14]=[C:15]([CH3:17])[N:16]=1)[C:5]([OH:7])=[O:6] |f:1.2|. Procedure: To a solution of methyl 3-methyl-4-(4-methylthiazol-2-yl)benzoate (Step A, 6.0 g, 22.96 mmol) in 1,4-dioxane (5 mL) was added lithium hydroxide (1.65 g, 68.9 mmol) in water (5 mL). Once the reaction was deemed complete by LCMS, it was concentrated in vacuo. The residual white solid was washed with a mixture of dichloromethane/methanol (1/1), and filtered. The filtrate was concentrated to give the title compound as a white solid which was used in the next step without further purification. LCMS (... Reactants: C(#CCCCCCCCCCCC)C=1C=C(C=CC1)C=C(P(OCC)(OCC)=O)P(OCC)(OCC)=O (Tetraethyl [2-[3-(1-tridecynyl)phenyl]ethenylidene]bisphosphonate), C[Si](C)(C)Br (trimethylsilyl bromide). Run in O1CCCC1.O (tetrahydrofuran water), C(Cl)Cl (CH2Cl2). Reaction conditions: time 6.5 hour. Product: C(#CCCCCCCCCCCC)C=1C=C(C=CC1)C=C(P(O)(O)=O)P(O)(O)=O ([2-[3-(1-Tridecynyl)phenyl]ethenylidene]bisphosphonic acid). Yield: 16.0%. RXN SMILES: [C:1]([C:14]1[CH:15]=[C:16]([CH:20]=[C:21]([P:30](=[O:37])([O:34]CC)[O:31]CC)[P:22](=[O:29])([O:26]CC)[O:23]CC)[CH:17]=[CH:18][CH:19]=1)#[C:2][CH2:3][CH2:4][CH2:5][CH2:6][CH2:7][CH2:8][CH2:9][CH2:10][CH2:11][CH2:12][CH3:13].C[Si](Br)(C)C>C(Cl)Cl.O1CCCC1.O>[C:1]([C:14]1[CH:15]=[C:16]([CH:20]=[C:21]([P:30](=[O:31])([OH:34])[OH:37])[P:22](=[O:23])([OH:26])[OH:29])[CH:17]=[CH:18][CH:19]=1)#[C:2][CH2:3][CH2:4][CH2:5][CH2:6][CH2:7][CH2:8][CH2:9][CH2:10][CH2:11][CH2:12][CH3:13] |f:3.4|. Reported procedure: Tetraethyl [2-[3-(1-tridecynyl)phenyl]ethenylidene]bisphosphonate (3,247 g, 5.85 mmol) prepared according to Example 1 was dissolved in a mixture of CH2Cl2 --CD2Cl2 (25 ml, 4:1), and stirred under argon while trimethylsilyl bromide (3.5 ml, 26.5 mmol) was added. After the reaction was stirred for 6.5 hours, the solvent was removed under reduced pressure and the residue was briefly placed on the vacuum line. Hydrolysis was effected in tetrahydrofuran-water (9:1, 10 ml), stirring for 39 hours at r... RXN SMILES: [C:1]1([N:7]2[C:12](=[O:13])[C:11]3[S:14][CH:15]=[C:16]([C:17]4[CH:22]=[CH:21][CH:20]=[CH:19][CH:18]=4)[C:10]=3[N:9]=[CH:8]2)[CH:6]=[CH:5]C=CC=1.N[C:24]1C(C2C=CC=CC=2)=CSC=1C(OC)=O.C(OCC)(OCC)OCC.C(N)C(C)C>C(O)(=O)C>[CH2:1]([N:7]1[C:12](=[O:13])[C:11]2[S:14][CH:15]=[C:16]([C:17]3[CH:18]=[CH:19][CH:20]=[CH:21][CH:22]=3)[C:10]=2[N:9]=[CH:8]1)[CH:6]([CH3:5])[CH3:24]. Reported procedure: In the same manner as the synthesis of Compound 1, methyl 3-amino-4-phenylthiophene-2-carboxylate (100 mg, 0.43 mmol), triethyl orthoformate (1.0 ml), isobutylamine (0.099 ml, 0.99 mmol), and acetic acid (0.1 ml) were used to give 69.7 mg (0.25 mmol, 57% yield) of the title compound. The reactants are C1(=CC=CC=C1)N1C=NC2=C(C1=O)SC=C2C2=CC=CC=C2 (3,7-Diphenylthieno[3,2-d]pyrimidin-4(3H)-one), NC1=C(SC=C1C1=CC=CC=C1)C(=O)OC (methyl 3-amino-4-phenylthiophene-2-carboxylate), C(OCC)(OCC)OCC (triethyl orthoformate), C(C(C)C)N (isobutylamine). The solvent is C(C)(=O)O (acetic acid). Yields the product C(C(C)C)N1C=NC2=C(C1=O)SC=C2C2=CC=CC=C2 (3-Isobutyl-7-phenylthieno[3,2-d]pyrimidin-4(3H)-one). The yield is 57.0%. Procedure details: The compound of Example d (38.19 g, 0.13 mol) was reacted with 70% aqueous ethylamine (53 mL) according to General Method E1 and recrystallized from methylcyclohexane to afford the title compound as light tan crystals in 92% yield. m.p. 121-122° C. Reaction SMILES: [Br:1][C:2]1[CH:10]=[CH:9][CH:8]=[C:7]([Si:11]([CH3:14])([CH3:13])[CH3:12])[C:3]=1[C:4](Cl)=[O:5].[CH2:15]([NH2:17])[CH3:16]>>[Br:1][C:2]1[CH:10]=[CH:9][CH:8]=[C:7]([Si:11]([CH3:14])([CH3:13])[CH3:12])[C:3]=1[C:4]([NH:17][CH2:15][CH3:16])=[O:5]. Product: BrC1=C(C(=O)NCC)C(=CC=C1)[Si](C)(C)C (2-Bromo-N-ethyl-6-(trimethylsilyl)benzamide). Starting materials: BrC1=C(C(=O)Cl)C(=CC=C1)[Si](C)(C)C (2-Bromo-6-(trimethylsilyl)benzoyl chloride), C(C)N (ethylamine). Isolated yield 92.0%. Reactants: C1(CCCC1)N1C(=CC2=C1N=C(N=C2)NC2=NC=C(C=C2)N2C[C@@H]1CC[C@H](CC2=O)N1)C(=O)N(C)C (7-Cyclopentyl-N,N-dimethyl-2-(5-((1S,6R)-4-oxo-3,9-diazabicyclo[4.2.1]nonan-3-yl)pyridin-2-ylamino)-7H-pyrrolo[2,3-d]pyrimidine-6-carboxamide), FC(S(=O)(=O)OCC(F)(F)F)(F)F (2,2,2-trifluoroethyl trifluoromethanesulfonate), O (water). Run in CN(C=O)C (dimethylformamide). Reaction conditions: temperature 80 celsius. Yields the product C1(CCCC1)N1C(=CC2=C1N=C(N=C2)NC2=NC=C(C=C2)N2C[C@H]1CC[C@@H](CC2=O)N1CC(F)(F)F)C(=O)N(C)C (7-cyclopentyl-N,N-dimethyl-2-(5-((1R,6S)-4-oxo-9-(2,2,2-trifluoroethyl)-3,9-diazabicyclo[4.2.1]nonan-3-yl)pyridin-2-ylamino)-7H-pyrrolo[2,3-d]pyrimidine-6-carboxamide). Yield: 64.1%. As a reaction SMILES: [CH:1]1([N:6]2[C:10]3[N:11]=[C:12]([NH:15][C:16]4[CH:21]=[CH:20][C:19]([N:22]5[C:29](=[O:30])[CH2:28][C@@H:27]6[NH:31][C@@H:24]([CH2:25][CH2:26]6)[CH2:23]5)=[CH:18][N:17]=4)[N:13]=[CH:14][C:9]=3[CH:8]=[C:7]2[C:32]([N:34]([CH3:36])[CH3:35])=[O:33])[CH2:5][CH2:4][CH2:3][CH2:2]1.FC(F)(F)S(O[CH2:43][C:44]([F:47])([F:46])[F:45])(=O)=O.O>CN(C)C=O>[CH:1]1([N:6]2[C:10]3[N:11]=[C:12]([NH:15][C:16]4[CH:21]=[CH:20][C:19]([N:22]5[C:29](=[O:30])[CH2:28][C@H:27]6[N:31]([CH2:43][C:44]([F:47])([F:46])[F:45])[C@H:24]([CH2:25][CH2:26]6)[CH2:23]5)=[CH:18][N:17]=4)[N:13]=[CH:14][C:9]=3[CH:8]=[C:7]2[C:32]([N:34]([CH3:36])[CH3:35])=[O:33])[CH2:2][CH2:3][CH2:4][CH2:5]1. Reported procedure: A sample of 7-Cyclopentyl-N,N-dimethyl-2-(5-((1S,6R)-4-oxo-3,9-diazabicyclo[4.2.1]nonan-3-yl)pyridin-2-ylamino)-7H-pyrrolo[2,3-d]pyrimidine-6-carboxamide (60 mg, 0.123 mmol) was combined with 2,2,2-trifluoroethyl trifluoromethanesulfonate (0.035 ml, 0.246 mmol) in dimethylformamide (1 mL) and heated to (80° C.) overnight. The reaction was then poured into water and extracted with ethyl acetate. The aqueous was washed with ethyl acetate. The organics were combined, dried over sodium sulfate, filt...